Task: describe an organic reaction: reactants, conditions, products, and yield. Dataset: the Open Reaction Database (ORD), a public repository of structured organic reaction records Reactants: ClCCl, CCN[SH](Cc1ccccc1)c1ncc[nH]1, CO, OO. Product: CCN[SH](=O)(Cc1ccccc1)c1ncc[nH]1. As a reaction SMILES: [CH2:19]([Cl:20])[Cl:21].[CH3:1][CH2:2][NH:3][SH:4]([CH2:5][c:6]1[cH:7][cH:8][cH:9][cH:10][cH:11]1)[c:12]1[nH:13][cH:14][cH:15][n:16]1.[CH3:22][OH:23].[OH:17][OH:18]>>[CH3:1][CH2:2][NH:3][SH:4]([CH2:5][c:6]1[cH:7][cH:8][cH:9][cH:10][cH:11]1)([c:12]1[n:13][cH:14][cH:15][nH:16]1)=[O:17].